describe an organic reaction: reactants, conditions, products, and yield From a dataset of the Open Reaction Database (ORD), a public repository of structured organic reaction records. The reactants are COC(=O)C=1SC(=CC1N=CN(C)C)Br (5-bromo-3-(dimethylaminomethyleneamino)thiophene-2-carboxylic acid methyl ester), C(#C)C1CC1 (ethynylcyclopropane). Reagents/catalysts: Cl[Pd]([P](C1=CC=CC=C1)(C2=CC=CC=C2)C3=CC=CC=C3)([P](C4=CC=CC=C4)(C5=CC=CC=C5)C6=CC=CC=C6)Cl (bis(triphenylphosphine)palladium(II) chloride), [Cu]I (copper(I) iodide). Solvent: C(C)N(CC)CC (triethylamine), C1CCOC1 (THF). Reaction conditions: time 1 hour. The product is COC(=O)C=1SC(=CC1N=CN(C)C)C#CC1CC1 (5-Cyclopropylethynyl-3-(dimethylaminomethyleneamino)thiophene-2-carboxylic acid methyl ester). RXN SMILES: [CH3:1][O:2][C:3]([C:5]1[S:6][C:7](Br)=[CH:8][C:9]=1[N:10]=[CH:11][N:12]([CH3:14])[CH3:13])=[O:4].[C:16]([CH:18]1[CH2:20][CH2:19]1)#[CH:17]>C(N(CC)CC)C.C1COCC1.Cl[Pd](Cl)([P](C1C=CC=CC=1)(C1C=CC=CC=1)C1C=CC=CC=1)[P](C1C=CC=CC=1)(C1C=CC=CC=1)C1C=CC=CC=1.[Cu]I>[CH3:1][O:2][C:3]([C:5]1[S:6][C:7]([C:17]#[C:16][CH:18]2[CH2:20][CH2:19]2)=[CH:8][C:9]=1[N:10]=[CH:11][N:12]([CH3:14])[CH3:13])=[O:4] |^1:35,54|. Procedure: Firstly bis(triphenylphosphine)palladium(II) chloride (602 mg) and then copper(I) iodide (164 mg) were added to a mixture of 5-bromo-3-(dimethylaminomethyleneamino)thiophene-2-carboxylic acid methyl ester (1 g), ethynylcyclopropane (463 mg) in triethylamine (9.5 mL) and THF (4.5 mL). After one hour, the reaction mixture was partitioned between water and ethyl acetate. The organic phase was dried and concentrated. The crude product was purified by preparative HPLC. The product with the molecular ... Reactants: O=C(C(=O)O)N(CC1=CC=C(C=C1)C1=NC(=NO1)CCCCCCCCCCC)C(C)C1=CC=C(C=C1)C(F)(F)F (oxo{{1-[4-(trifluoromethyl)phenyl]ethyl}[4-(3-undecyl-1,2,4-oxadiazol-5-yl)benzyl]amino}acetic acid), CNC[C@H](O)[C@@H](O)[C@H](O)[C@H](O)CO (N-methyl-D-glucamine). The product is CNC[C@H](O)[C@@H](O)[C@H](O)[C@H](O)CO.O=C(C(=O)O)N(CC1=CC=C(C=C1)C1=NC(=NO1)CCCCCCCCCCC)C(C)C1=CC=C(C=C1)C(F)(F)F (oxo{{1-[4-(trifluoromethyl)phenyl]ethyl}[4-(3-undecyl-1,2,4-oxadiazol-5-yl)benzyl]amino}acetic acid N-methyl-D-glucamine). Isolated yield 99.0%. As a reaction SMILES: [O:1]=[C:2]([N:6]([CH:30]([C:32]1[CH:37]=[CH:36][C:35]([C:38]([F:41])([F:40])[F:39])=[CH:34][CH:33]=1)[CH3:31])[CH2:7][C:8]1[CH:13]=[CH:12][C:11]([C:14]2[O:18][N:17]=[C:16]([CH2:19][CH2:20][CH2:21][CH2:22][CH2:23][CH2:24][CH2:25][CH2:26][CH2:27][CH2:28][CH3:29])[N:15]=2)=[CH:10][CH:9]=1)[C:3]([OH:5])=[O:4].[CH3:42][NH:43][CH2:44][C@@H:45]([C@H:47]([C@@H:49]([C@@H:51]([CH2:53][OH:54])[OH:52])[OH:50])[OH:48])[OH:46]>>[CH3:42][NH:43][CH2:44][C@@H:45]([C@H:47]([C@@H:49]([C@@H:51]([CH2:53][OH:54])[OH:52])[OH:50])[OH:48])[OH:46].[O:1]=[C:2]([N:6]([CH:30]([C:32]1[CH:37]=[CH:36][C:35]([C:38]([F:41])([F:40])[F:39])=[CH:34][CH:33]=1)[CH3:31])[CH2:7][C:8]1[CH:9]=[CH:10][C:11]([C:14]2[O:18][N:17]=[C:16]([CH2:19][CH2:20][CH2:21][CH2:22][CH2:23][CH2:24][CH2:25][CH2:26][CH2:27][CH2:28][CH3:29])[N:15]=2)=[CH:12][CH:13]=1)[C:3]([OH:5])=[O:4] |f:2.3|. Procedure details: The same procedure as employed in the preparation of Example 2 using oxo{{1-[4-(trifluoromethyl)phenyl]ethyl}[4-(3-undecyl-1,2,4-oxadiazol-5-yl)benzyl]amino}acetic acid and N-methyl-D-glucamine gave the title compound as a white powder (99%). M−(LC/MS(ESI)): 572.5. HPLC (Condition A), Rt: 6.90 min (HPLC purity: 99.4%). Reactants: CO, [H][H], N#Cc1ccc(Oc2ccc(O)cc2)c([N+](=O)[O-])c1. Product: N#Cc1ccc(Oc2ccc(O)cc2)c(N)c1. As a reaction SMILES: [CH3:22][OH:23].[H:20][H:21].[OH:1][c:2]1[cH:3][cH:4][c:5]([O:6][c:7]2[c:8]([N+:15]([O-:16])=[O:17])[cH:9][c:10]([C:11]#[N:12])[cH:13][cH:14]2)[cH:18][cH:19]1>>[OH:1][c:2]1[cH:3][cH:4][c:5]([O:6][c:7]2[c:8]([NH2:15])[cH:9][c:10]([C:11]#[N:12])[cH:13][cH:14]2)[cH:18][cH:19]1. Reactants: Br, COc1ccc2nc(C(=O)O)ccc2c1. Yields the product O=C(O)c1ccc2cc(O)ccc2n1. RXN SMILES: [BrH:16].[CH3:1][O:2][c:3]1[cH:4][c:5]2[cH:6][cH:7][c:8]([C:13](=[O:14])[OH:15])[n:9][c:10]2[cH:11][cH:12]1>>[OH:2][c:3]1[cH:4][c:5]2[cH:6][cH:7][c:8]([C:13](=[O:14])[OH:15])[n:9][c:10]2[cH:11][cH:12]1. Starting materials: CC(C)(C)N1CCN(Cc2ccccc2)CC1, CCO, [H][H]. Yields the product CC(C)(C)N1CCNCC1. As a reaction SMILES: [CH2:1]([c:2]1[cH:3][cH:4][cH:5][cH:6][cH:7]1)[N:8]1[CH2:9][CH2:10][N:11]([C:14]([CH3:15])([CH3:16])[CH3:17])[CH2:12][CH2:13]1.[CH3:20][CH2:21][OH:22].[H:18][H:19]>>[NH:8]1[CH2:9][CH2:10][N:11]([C:14]([CH3:15])([CH3:16])[CH3:17])[CH2:12][CH2:13]1. Starting materials: C1CCNCC1, C1CCOC1, CC(C)(C)[O-], [Cl-], [K+], [Li+], Clc1cc(-c2ccccc2)oc1-c1ccccc1. Product: c1ccc(-c2cc(N3CCCCC3)c(-c3ccccc3)o2)cc1. RXN SMILES: [CH2:19]1[CH2:20][CH2:21][NH:22][CH2:23][CH2:24]1.[CH2:33]1[O:34][CH2:35][CH2:36][CH2:37]1.[CH3:25][C:26]([CH3:27])([O-:28])[CH3:29].[Cl-:32].[K+:30].[Li+:31].[c:1]1(-[c:7]2[o:8][c:9](-[c:13]3[cH:14][cH:15][cH:16][cH:17][cH:18]3)[cH:10][c:11]2[Cl:12])[cH:2][cH:3][cH:4][cH:5][cH:6]1>>[c:1]1(-[c:7]2[o:8][c:9](-[c:13]3[cH:14][cH:15][cH:16][cH:17][cH:18]3)[cH:10][c:11]2[N:22]2[CH2:21][CH2:20][CH2:19][CH2:24][CH2:23]2)[cH:2][cH:3][cH:4][cH:5][cH:6]1.